This data is from the Open Reaction Database (ORD), a public repository of structured organic reaction records. The task is: describe an organic reaction: reactants, conditions, products, and yield The reactants are C(C1=CC=CC=C1)OC1=C(C=CC=C1)CCN (2-(2-benzyloxyphenyl)ethylamine), [H][H] (hydrogen). The reagents and catalysts are [C].[Pd] (Palladium-carbon). The solvent is C1CCOC1 (THF). The product is OC1=C(C=CC=C1)CCN (2-(2-hydroxyphenyl)ethylamine). The yield is 91.8%. Reaction SMILES: C([O:8][C:9]1[CH:14]=[CH:13][CH:12]=[CH:11][C:10]=1[CH2:15][CH2:16][NH2:17])C1C=CC=CC=1.[H][H]>[C].[Pd].C1COCC1>[OH:8][C:9]1[CH:14]=[CH:13][CH:12]=[CH:11][C:10]=1[CH2:15][CH2:16][NH2:17] |f:2.3|. Procedure: 10% Palladium-carbon catalyst (water content 50%, 42 mg) was added to a solution of 2-(2-benzyloxyphenyl)ethylamine (415 mg, 1.826 mmol, 1.0 eq) in THF (10 ml), and the mixture was stirred for 2 hours at room temperature in a stream of hydrogen. The reaction mixture was filtered through Celite, and the filtrate was concentrated under reduced pressure to give 2-(2-hydroxyphenyl)ethylamine (230 mg, 91.8%). Reactants: CCOC(=O)c1cc(C)n(C(C)(C)C)n1, CCO, Cl, [Li+], C1COCCO1, [OH-], O, O. Yields the product Cc1cc(C(=O)O)nn1C(C)(C)C. Reaction SMILES: [C:1]([CH3:2])([CH3:3])([CH3:4])[n:5]1[n:6][c:7]([C:11](=[O:12])[O:13][CH2:14][CH3:15])[cH:8][c:9]1[CH3:10].[CH2:23]([OH:24])[CH3:25].[ClH:28].[Li+:26].[O:16]1[CH2:17][CH2:18][O:19][CH2:20][CH2:21]1.[OH-:27].[OH2:22].[OH2:29]>>[C:1]([CH3:2])([CH3:3])([CH3:4])[n:5]1[n:6][c:7]([C:11](=[O:12])[OH:13])[cH:8][c:9]1[CH3:10]. Reactants: C(C)OP(OCC)(=O)CCCOC1=CC(=CC(=C1)OCCCCCCCCCCCCCCCCCC)N ([3-[3-amino-5-(octadecyloxy)phenoxy]propyl]phosphonic acid diethyl ester), BrCC(=O)OCC1=CC=CC=C1 (benzyl bromoacetate), CN(C1=CC=CC2=CC=CC(=C12)N(C)C)C (1,8-bis-(dimethylamino)naphthalene), [I-].[Na+] (sodium iodide). Solvent: CN(C)C=O (DMF). Product: C1(=CC=CC=C1)COC(CN(CC(OCC1=CC=CC=C1)=O)C1=CC(=CC(=C1)OCCCCCCCCCCCCCCCCCC)OCCCP(=O)(OCC)OCC)=O (N-[3-[3-(Diethoxyphosphinyl)propoxy]-5-(octadecyloxy)phenyl]-N-[2-oxo-2-(phenylmethoxy)ethyl]glycine phenylmethyl ester). The yield is 86.0%. Reaction SMILES: [CH2:1]([O:3][P:4]([CH2:9][CH2:10][CH2:11][O:12][C:13]1[CH:18]=[C:17]([O:19][CH2:20][CH2:21][CH2:22][CH2:23][CH2:24][CH2:25][CH2:26][CH2:27][CH2:28][CH2:29][CH2:30][CH2:31][CH2:32][CH2:33][CH2:34][CH2:35][CH2:36][CH3:37])[CH:16]=[C:15]([NH2:38])[CH:14]=1)(=[O:8])[O:5][CH2:6][CH3:7])[CH3:2].Br[CH2:40][C:41]([O:43][CH2:44][C:45]1[CH:50]=[CH:49][CH:48]=[CH:47][CH:46]=1)=[O:42].CN(C)[C:53]1[C:62]2[C:57](=[CH:58][CH:59]=[CH:60][C:61]=2N(C)C)C=CC=1.[I-].[Na+]>CN(C=O)C>[C:45]1([CH2:44][O:43][C:41](=[O:42])[CH2:40][N:38]([C:15]2[CH:16]=[C:17]([O:19][CH2:20][CH2:21][CH2:22][CH2:23][CH2:24][CH2:25][CH2:26][CH2:27][CH2:28][CH2:29][CH2:30][CH2:31][CH2:32][CH2:33][CH2:34][CH2:35][CH2:36][CH3:37])[CH:18]=[C:13]([O:12][CH2:11][CH2:10][CH2:9][P:4]([O:3][CH2:1][CH3:2])([O:5][CH2:6][CH3:7])=[O:8])[CH:14]=2)[CH2:40][C:41](=[O:42])[O:43][CH2:53][C:62]2[CH:57]=[CH:58][CH:59]=[CH:60][CH:61]=2)[CH:50]=[CH:49][CH:48]=[CH:47][CH:46]=1 |f:3.4|. Procedure: A mixture of 1.82 g (3.27 mmol) of [3-[3-amino-5-(octadecyloxy)phenoxy]propyl]phosphonic acid diethyl ester, 1.6 ml (9.82 mmol) of benzyl bromoacetate, 1.8 g (8.19 mmol) of 1,8-bis-(dimethylamino)naphthalene and 0.14 g (0.92 mmol) of sodium iodide in 40 ml of acetronitrile and 15 ml of DMF was stirred at reflux under argon for 48 hours. The reaction mixture was concentrated at reduced pressure and the residue was dissolved in ethyl acetate. The extract was washed with 0.05N HCl, dried and concen...